This data is from the Open Reaction Database (ORD), a public repository of structured organic reaction records. The task is: describe an organic reaction: reactants, conditions, products, and yield Reactants: ClC1=CC=C2C(=N1)N=NN2 (5-Chloro-1H-[1,2,3]triazolo[4,5-b]pyridine), CC1(OC1)C (2,2-dimethyloxirane), CC(C)([O-])C.[K+] (potassium tert-butoxide). The solvent is CN(C)C=O (DMF), [Cl-].[NH4+] (ammonium chloride). Run at temperature 60 celsius, time 36 hour. Product: ClC1=CC=C2C(=N1)N=NN2CC(C)(O)C (1-(5-Chloro-1H-[1,2,3]triazolo[4,5-b]pyridin-1-yl)-2-methylpropan-2-ol). As a reaction SMILES: [Cl:1][C:2]1[N:7]=[C:6]2[N:8]=[N:9][NH:10][C:5]2=[CH:4][CH:3]=1.[CH3:11][C:12]1([CH3:15])[CH2:14][O:13]1.CC(C)([O-])C.[K+]>CN(C=O)C.[Cl-].[NH4+]>[Cl:1][C:2]1[N:7]=[C:6]2[N:8]=[N:9][N:10]([CH2:11][C:12]([CH3:15])([OH:13])[CH3:14])[C:5]2=[CH:4][CH:3]=1 |f:2.3,5.6|. Procedure: 5-Chloro-1H-[1,2,3]triazolo[4,5-b]pyridine (Example 27, Step 1) (285 mg, 1.85 mmol) and 2,2-dimethyloxirane (0.18 mL, 1.94 mmol) were taken-up in DMF (7.4 mL) and potassium tert-butoxide (310 mg, 2.77 mmol) was added. The mixture was heated to 60° C. overnight and then to 85° C. for an additional 36 hours. The mixture was then cooled to room temperature, diluted with saturated aqueous ammonium chloride, and extracted with ethyl acetate (3×). The organic layers were combined, dried over anhydrous...